This data is from the Open Reaction Database (ORD), a public repository of structured organic reaction records. The task is: describe an organic reaction: reactants, conditions, products, and yield Run in CO (methanol), C(C)#N (acetonitrile). The product is FC=1C=C2C(=C(C(C2=CC1)=CC1=CC=C(C=C1)S(=O)(=O)C)C)CC(=O)O (5-fluoro-2-methyl-1-(ρ-methylsulfonylbenzylidene)-3-indenyl acetic acid). Reaction SMILES: C[O-].[Na+].[F:4][C:5]1[CH:6]=[C:7]2[C:11](=[CH:12][CH:13]=1)[C:10](=[CH:14][C:15]1[CH:20]=[CH:19][C:18]([S:21]([CH3:23])=[O:22])=[CH:17][CH:16]=1)[C:9]([CH3:24])=[C:8]2[CH2:25][C:26]([OH:28])=[O:27].C(=O)(O)[O-:30].[Na+].OO.[H][H]>CO.C(#N)C>[F:4][C:5]1[CH:6]=[C:7]2[C:11](=[CH:12][CH:13]=1)[C:10](=[CH:14][C:15]1[CH:20]=[CH:19][C:18]([S:21]([CH3:23])(=[O:30])=[O:22])=[CH:17][CH:16]=1)[C:9]([CH3:24])=[C:8]2[CH2:25][C:26]([OH:28])=[O:27] |f:0.1,3.4|. Reactants: C[O-].[Na+] (sodium methoxide), [H][H] (hydrogen), FC=1C=C2C(=C(C(C2=CC1)=CC1=CC=C(C=C1)S(=O)C)C)CC(=O)O (5-fluoro-2-methyl-1-(ρ-methylsulfinylbenzylidene)-3-indenyl acetic acid), C([O-])(O)=O.[Na+] (Sodium bicarbonate), OO (hydrogen peroxide), [H][H] (hydrogen). Yield: 89.0%. Procedure: 5-fluoro-2-methyl-1-(ρ-methylsulfonylbenzylidene)-3-indenyl acetic acid is prepared by adding sodium methoxide (4.4M in MeOH, 68.5 ml, 0.3 mol) dropwise to a stirred cooled mixture of 5-fluoro-2-methyl-1-(ρ-methylsulfinylbenzylidene)-3-indenyl acetic acid (100 g, 0.281 mol) in methanol (250 ml) and acetonitrile (500 ml). Sodium bicarbonate (0.56 mol) and hydrogen peroxide (30% in water, 0.56 mol) are added and allowed to react for 18 hours at -10° C. Excess sodium bicarbonate is filtered off, an... Run at temperature 0 celsius. Reactants: COC(=O)Cc1cccc(CCCCO)c1, O, Cc1ccc(S(=O)(=O)Cl)cc1, c1ccncc1. The product is COC(=O)Cc1cccc(CCCCOS(=O)(=O)c2ccc(C)cc2)c1. Reaction SMILES: [CH3:1][O:2][C:3]([CH2:4][c:5]1[cH:6][c:7]([CH2:11][CH2:12][CH2:13][CH2:14][OH:15])[cH:8][cH:9][cH:10]1)=[O:16].[OH2:34].[c:17]1([CH3:27])[cH:18][cH:19][c:20]([S:23](=[O:24])(=[O:25])[Cl:26])[cH:21][cH:22]1.[cH:28]1[cH:29][cH:30][n:31][cH:32][cH:33]1>>[CH3:1][O:2][C:3]([CH2:4][c:5]1[cH:6][c:7]([CH2:11][CH2:12][CH2:13][CH2:14][O:15][S:23]([c:20]2[cH:19][cH:18][c:17]([CH3:27])[cH:22][cH:21]2)(=[O:24])=[O:25])[cH:8][cH:9][cH:10]1)=[O:16]. Procedure details: N-(4-Chloro-3-methyl-5-isoxazolyl)benzenesulfonamide was prepared according to the method in Example 1b from 5-amino-4-chloro-3-methylisoxazole and benzenesuIfonyl chloride in 84% yield. The crude product was purified by recrystallization using hexanes/ethyl acetate, m.p. 140°-143° C. Yield: 84.0%. Reaction SMILES: [NH2:1][C:2]1[O:6][N:5]=[C:4]([CH3:7])[C:3]=1[Cl:8].[C:9]1([S:15](Cl)(=[O:17])=[O:16])[CH:14]=[CH:13][CH:12]=[CH:11][CH:10]=1>>[Cl:8][C:3]1[C:4]([CH3:7])=[N:5][O:6][C:2]=1[NH:1][S:15]([C:9]1[CH:14]=[CH:13][CH:12]=[CH:11][CH:10]=1)(=[O:17])=[O:16]. Starting materials: NC1=C(C(=NO1)C)Cl (5-amino-4-chloro-3-methylisoxazole), C1(=CC=CC=C1)S(=O)(=O)Cl (benzenesuIfonyl chloride). The product is ClC=1C(=NOC1NS(=O)(=O)C1=CC=CC=C1)C (N-(4-Chloro-3-methyl-5-isoxazolyl)benzenesulfonamide). Starting materials: [BH3-]C#N, CC(C)(C)OC(=O)C(N)C=O, C=CCOC(=O)C(N)CCCC(N)C(=O)OCc1ccccc1Cl, CO, CC(=O)O, Cl, [Na+]. The product is C=CCOC(=O)C(CCCC(N)C(=O)OCc1ccccc1Cl)NCC(N)C(=O)OC(C)(C)C. Reaction SMILES: [C:25]([BH3-:26])#[N:27].[C:29](=[O:30])([O:31][C:32]([CH3:33])([CH3:34])[CH3:35])[CH:36]([CH:37]=[O:38])[NH2:39].[CH2:1]([CH:2]=[CH2:3])[O:4][C:5]([CH:6]([NH2:7])[CH2:8][CH2:9][CH2:10][CH:11]([NH2:12])[C:13](=[O:14])[O:15][CH2:16][c:17]1[c:18]([Cl:23])[cH:19][cH:20][cH:21][cH:22]1)=[O:24].[CH3:41][OH:42].[CH3:43][C:44](=[O:45])[OH:46].[ClH:40].[Na+:28]>>[CH2:1]([CH:2]=[CH2:3])[O:4][C:5]([CH:6]([NH:7][CH2:37][CH:36]([C:29](=[O:30])[O:31][C:32]([CH3:33])([CH3:34])[CH3:35])[NH2:39])[CH2:8][CH2:9][CH2:10][CH:11]([NH2:12])[C:13](=[O:14])[O:15][CH2:16][c:17]1[c:18]([Cl:23])[cH:19][cH:20][cH:21][cH:22]1)=[O:24]. RXN SMILES: [N:1]1[C:13]2[C:12](=O)[C:11]3[C:6](=[CH:7][CH:8]=[CH:9][CH:10]=3)[C:5]=2[CH:4]=[CH:3][CH:2]=1.NN.C(O)COCCO.C(O)C(O)C(O)C(O)C(O)C=O.[O-]S([O-])(=O)=O.[Mg+2]>CCCCCC>[N:1]1[C:13]2[CH2:12][C:11]3[C:6](=[CH:7][CH:8]=[CH:9][CH:10]=3)[C:5]=2[CH:4]=[CH:3][CH:2]=1 |f:3.4.5|. Conditions: time 15 minute. Product: N1=CC=CC=2C3=CC=CC=C3CC12 (1-azafluorene). Procedure: 4.6 g (25.4 mmole) of 1-azafluoren-9-one was added to a solution of 9 ml (0.28 mole) of hydrazine and 50 ml of diethyleneglycol. Heating was started and the temperature was kept at 100° for 15 minutes, then raised to 195° and kept there for 1 hr. TLC showed the reaction was complete. The reaction solution was cooled to below 100° and poured into 300 ml of ice water. The aqueous phase was saturated with salt and extracted with 8×100 ml ether. The ether was dried with sodium sulfate and evaporated... Starting materials: N1=CC=CC=2C3=CC=CC=C3C(C12)=O (1-azafluoren-9-one), NN (hydrazine), C(COCCO)O (diethyleneglycol), ice water, C(C(C(C(C(C=O)O)O)O)O)O.[O-]S(=O)(=O)[O-].[Mg+2] (Magnesol). Run in CCCCCC (hexane). Yield: 66.6%. Reactants: CC(C)CC(NC(=O)c1ccc(CBr)cc1)C(=O)NC(C)(C)C#N, C1CCOC1, [Na], c1c[nH]cn1. Product: CC(C)CC(NC(=O)c1ccc(Cn2ccnc2)cc1)C(=O)NC(C)(C)C#N. Reaction SMILES: [C:1](#[N:2])[C:3]([CH3:4])([CH3:5])[NH:6][C:7](=[O:8])[CH:9]([CH2:10][CH:11]([CH3:12])[CH3:13])[NH:14][C:15]([c:16]1[cH:17][cH:18][c:19]([CH2:22][Br:23])[cH:20][cH:21]1)=[O:24].[CH2:31]1[O:32][CH2:33][CH2:34][CH2:35]1.[Na:30].[nH:25]1[cH:26][n:27][cH:28][cH:29]1>>[C:1](#[N:2])[C:3]([CH3:4])([CH3:5])[NH:6][C:7](=[O:8])[CH:9]([CH2:10][CH:11]([CH3:12])[CH3:13])[NH:14][C:15]([c:16]1[cH:17][cH:18][c:19]([CH2:22][n:25]2[cH:26][n:27][cH:28][cH:29]2)[cH:20][cH:21]1)=[O:24]. The reactants are C1(=CC=CC=C1)CN1CCC=2C(CC1)=CNN2 (6-(phenylmethyl)-2,4,5,6,7,8-hexahydropyrazolo[3,4-d]azepine), BrC1=CC=C(C=N1)B(O)O ((6-bromo-3-pyridinyl)boronic acid), N1=CC=CC=C1 (pyridine). Reagents/catalysts: C(C)(=O)[O-].[Cu+2].C(C)(=O)[O-] (copper acetate). Run in ClCCl (dichloromethane). Run at time 240 hour. The product is BrC1=CC=C(C=N1)N1N=C2CCN(CCC2=C1)CC1=CC=CC=C1 (2-(6-Bromo-3-pyridinyl)-6-(phenylmethyl)-2,4,5,6,7,8-hexahydropyrazolo[3,4-d]azepine). As a reaction SMILES: [C:1]1([CH2:7][N:8]2[CH2:14][CH2:13][C:12]3=[CH:15][NH:16][N:17]=[C:11]3[CH2:10][CH2:9]2)[CH:6]=[CH:5][CH:4]=[CH:3][CH:2]=1.[Br:18][C:19]1[N:24]=[CH:23][C:22](B(O)O)=[CH:21][CH:20]=1.N1C=CC=CC=1>ClCCl.C([O-])(=O)C.[Cu+2].C([O-])(=O)C>[Br:18][C:19]1[N:24]=[CH:23][C:22]([N:16]2[CH:15]=[C:12]3[C:11]([CH2:10][CH2:9][N:8]([CH2:7][C:1]4[CH:6]=[CH:5][CH:4]=[CH:3][CH:2]=4)[CH2:14][CH2:13]3)=[N:17]2)=[CH:21][CH:20]=1 |f:4.5.6|. Procedure: A mixture of 6-(phenylmethyl)-2,4,5,6,7,8-hexahydropyrazolo[3,4-d]azepine (may be prepared as described in Description 5) (200 mg, 0.88 mmol), (6-bromo-3-pyridinyl)boronic acid (355 mg, 1.76 mmol), copper acetate (478 mg, 2.64 mmol), pyridine (0.142 ml, 1.76 mmol) and molecular sieves (600 mg) in dichloromethane (10 ml) was allowed to stir at room temperature in a flask open to the atmosphere for 240 hours. The reaction mixture was filtered through a pad of celite, washing with dichloromethane a... Reactants: C(C)C=1C=CC(=NC1)N (5-ethyl-2-aminopyridine), C(=S)=S (carbon disulfide), C(C)I (ethyl iodide), C(C)C=1C=CC(=NC1)NC(=S)[S-].C(C)[NH+](CC)CC (triethylammonium (5-ethyl-2-pyridyl)carbamodithioate). As a reaction SMILES: [CH2:1](C1C=CC(N)=NC=1)[CH3:2].C(=S)=S.[CH2:13]([C:15]1[CH:16]=[CH:17][C:18]([NH:21][C:22]([S-:24])=[S:23])=[N:19][CH:20]=1)[CH3:14].C([NH+](CC)CC)C.C(I)C>C(#N)C.C(N(CC)CC)C>[CH2:13]([C:15]1[CH:16]=[CH:17][C:18]([NH:21][C:22]([S:24][CH2:1][CH3:2])=[S:23])=[N:19][CH:20]=1)[CH3:14] |f:2.3|. Product: C(C)C=1C=CC(=NC1)NC(=S)SCC (ethyl (5-ethyl-2-pyridyl)carbamodithioate). Reported procedure: Following a procedure similar to that described in Example 1 above, 5-ethyl-2-aminopyridine [Ban et al., Chem. Ind. (London) 1964 (17), 710-711] is reacted with carbon disulfide and triethylamine in acetonitrile and the resulting triethylammonium (5-ethyl-2-pyridyl)carbamodithioate rected with ethyl iodide to give ethyl (5-ethyl-2-pyridyl)carbamodithioate. The solvent is C(C)#N (acetonitrile), C(C)N(CC)CC (triethylamine). Starting materials: OC1=CC=C(C=O)C=C1 (4-hydroxybenzaldehyde), C(C)N(CCCl)CC (N,N-diethyl-N-(2-chlorethyl)-amine), C([O-])([O-])=O.[K+].[K+] (potassium carbonate). Solvent: CC(=O)C (acetone). Product: C(C)N(CC)CCOC1=CC=C(C=O)C=C1 (4-diethylaminoethoxybenzaldehyde). Yield: 60.3%. Reaction SMILES: [OH:1][C:2]1[CH:9]=[CH:8][C:5]([CH:6]=[O:7])=[CH:4][CH:3]=1.[CH2:10]([N:12]([CH2:16][CH3:17])[CH2:13][CH2:14]Cl)[CH3:11].C(=O)([O-])[O-].[K+].[K+]>CC(C)=O>[CH2:10]([N:12]([CH2:16][CH2:17][O:1][C:2]1[CH:9]=[CH:8][C:5]([CH:6]=[O:7])=[CH:4][CH:3]=1)[CH2:13][CH3:14])[CH3:11] |f:2.3.4|. Reported procedure: To the solution of 18.4 g (0.15 mol) of 4-hydroxybenzaldehyde in 100 ml acetone, 27.5 g (0.16 mol) of N,N-diethyl-N-(2-chlorethyl)-amine IX and 22.1 g (0.16 mol) potassium carbonate was added at the room temperature under stirring. The mixture was then intensively stirred at the boiling temperature for 12 hours. The mixture was cooled, potassium chloride was separated, washed with acetone. The solvent was distilled off from the solution on the vacuum rotatory evaporator. Afforded 20 g (60.6%) of...